From a dataset of the Open Reaction Database (ORD), a public repository of structured organic reaction records. describe an organic reaction: reactants, conditions, products, and yield Reactants: potassium bis(trimethylsilysilyl)amide, C(=O)([O-])[O-].[K+].[K+] (K2CO3), FC(C=1C=C(C=CC1)NC1=NN=C(O1)C1=CC=C(C=C1)O)(F)F (4-(5-{[3-(trifluoromethyl)-phenyl]amino}-1,3,4-oxadiazol-2-yl)phenol), BrC=1C=NC=NC1 (5-bromopyrimidine). Run in CN(C)C=O (DMF), CO (MeOH). Run at temperature 80 celsius. Yields the product N1=CN=CC(=C1)OC1=CC=C(C=C1)C1=NN=C(O1)NC1=CC(=CC=C1)C(F)(F)F (5-[4-(Pyrimidin-5-yloxy)phenyl]-N-[3-(trifluoromethyl)phenyl]-1,3,4-oxadiazol-2-amine). Isolated yield 43.6%. RXN SMILES: [F:1][C:2]([F:23])([F:22])[C:3]1[CH:4]=[C:5]([NH:9][C:10]2[O:14][C:13]([C:15]3[CH:20]=[CH:19][C:18]([OH:21])=[CH:17][CH:16]=3)=[N:12][N:11]=2)[CH:6]=[CH:7][CH:8]=1.Br[C:25]1[CH:26]=[N:27][CH:28]=[N:29][CH:30]=1.C([O-])([O-])=O.[K+].[K+]>CN(C=O)C.CO>[N:27]1[CH:26]=[C:25]([O:21][C:18]2[CH:19]=[CH:20][C:15]([C:13]3[O:14][C:10]([NH:9][C:5]4[CH:6]=[CH:7][CH:8]=[C:3]([C:2]([F:22])([F:1])[F:23])[CH:4]=4)=[N:11][N:12]=3)=[CH:16][CH:17]=2)[CH:30]=[N:29][CH:28]=1 |f:2.3.4|. Procedure details: 4-(5-{[3-(trifluoromethyl)-phenyl]amino}-1,3,4-oxadiazol-2-yl)phenol (160.6 mg, 0.5 mmol) was dissolved in 3 mL of anhydrous DMF in a 2-5 mL microwave vial (Personal Chemistry). Solid potassium bis(trimethylsilysilyl)amide (149.6 mg, 0.75 mmol) was added and the reaction mixture was stirred with heating at 80° C. for 10 min, then 5-bromopyrimidine (119.2 mg, 0.75 mmol) was added, followed by anhydrous K2CO3 (69.1 mg, 0.5 mmol). Then the vial was capped and microwaved at 200° C. for 20 min. Then ... Starting materials: FC1=CC=2C=3C(=CNC2C=C1N1CCNCC1)C(N(N3)C3=CC=CC=C3)=O (8-Fluoro-2-phenyl-7-piperazin-1-yl-2,5-dihydro-pyrazolo[4,3-c]quinolin-3-one), FC=1C(=CC=2C=3C(=CNC2C1)C(N(N3)C3=CC=CC=C3)=O)F (7,8-Difluoro-2-phenyl-2,5-dihydro-pyrazolo-[4,3-c]quinolin-3-one), CC1CNCC(C1)C (3,5-dimethylpiperidine). The product is CC1CN(CC(C1)C)C=1C(=CC=2C=3C(=CNC2C1)C(N(N3)C3=CC=CC=C3)=O)F (7-(3,5-Dimethylpiperidin-1-yl)-8-fluoro-2-phenyl-2,5-dihydro-pyrazolo [4,3-c]quinolin-3-one). RXN SMILES: FC1C(N2CCNCC2)=C[C:9]2[NH:8][CH:7]=[C:6]3[C:18](=O)N(C4C=CC=CC=4)N=[C:5]3[C:4]=2[CH:3]=1.F[C:29]1[C:30]([F:49])=[CH:31][C:32]2[C:33]3[C:34]([C:39](=[O:48])[N:40]([C:42]4[CH:47]=[CH:46][CH:45]=[CH:44][CH:43]=4)[N:41]=3)=[CH:35][NH:36][C:37]=2[CH:38]=1.CC1CC(C)CNC1>>[CH3:18][CH:6]1[CH2:5][CH:4]([CH3:3])[CH2:9][N:8]([C:29]2[C:30]([F:49])=[CH:31][C:32]3[C:33]4[C:34]([C:39](=[O:48])[N:40]([C:42]5[CH:47]=[CH:46][CH:45]=[CH:44][CH:43]=5)[N:41]=4)=[CH:35][NH:36][C:37]=3[CH:38]=2)[CH2:7]1. Reported procedure: The title compound was prepared following the procedure described in the synthesis of 28a using 27a and 3,5-dimethylpiperidine. 1H-NMR (DMSO-d6) δ (ppm): 0.99 (6H, d, J=6.33 Hz), 1.80 (4H, br), 2.47 (2H, t, J=8.62 Hz), 3.46 (2H, brd, J=11.81 Hz), 7.13 (1H, m), 7.26 (1H, d, J=7.97 Hz), 7.40 (2H, t, J=7.69 Hz), 7.79 (1H, d, J=13.18 Hz), 8.19 (2H, d, J=7.69 Hz), 8.65 (1H, s). m/z 391.5 (MH+). Reactants: NCCN1CCOCC1, CS(=O)c1nc(N)nc(-c2cccs2)c1C#N, C1COCCO1. Yields the product N#Cc1c(NCCN2CCOCC2)nc(N)nc1-c1cccs1. As a reaction SMILES: [NH2:18][CH2:19][CH2:20][N:21]1[CH2:22][CH2:23][O:24][CH2:25][CH2:26]1.[NH2:1][c:2]1[n:3][c:4](-[c:13]2[s:14][cH:15][cH:16][cH:17]2)[c:5]([C:11]#[N:12])[c:6]([S:8]([CH3:9])=[O:10])[n:7]1.[O:27]1[CH2:28][CH2:29][O:30][CH2:31][CH2:32]1>>[NH2:1][c:2]1[n:3][c:4](-[c:13]2[s:14][cH:15][cH:16][cH:17]2)[c:5]([C:11]#[N:12])[c:6]([NH:18][CH2:19][CH2:20][N:21]2[CH2:22][CH2:23][O:24][CH2:25][CH2:26]2)[n:7]1. Reactants: BrC=1C(=CC2=C(C=3N(CCO2)C=C(N3)C(=O)N)C1)F (10-bromo-9-fluoro-5,6-dihydrobenzo[f]imidazo[1,2-d][1,4]oxazepine-2-carboxamide), FCC(C#C)(O)C (1-fluoro-2-methylbut-3-yn-2-ol). Product: FC1=CC2=C(C=3N(CCO2)C=C(N3)C(=O)N)C=C1C#CC(CF)(C)O ((±)-9-fluoro-10-(4-fluoro-3-hydroxy-3-methylbut-1-yn-1-yl)-5,6-dihydrobenzo[f]imidazo[1,2-d][1,4]oxazepine-2-carboxamide). Yield: 33.0%. RXN SMILES: Br[C:2]1[C:3]([F:19])=[CH:4][C:5]2[O:11][CH2:10][CH2:9][N:8]3[CH:12]=[C:13]([C:15]([NH2:17])=[O:16])[N:14]=[C:7]3[C:6]=2[CH:18]=1.[F:20][CH2:21][C:22]([CH3:26])([OH:25])[C:23]#[CH:24]>>[F:19][C:3]1[C:2]([C:24]#[C:23][C:22]([OH:25])([CH3:26])[CH2:21][F:20])=[CH:18][C:6]2[C:7]3[N:8]([CH:12]=[C:13]([C:15]([NH2:17])=[O:16])[N:14]=3)[CH2:9][CH2:10][O:11][C:5]=2[CH:4]=1. Procedure details: Similar to as described in General Procedure G, 10-bromo-9-fluoro-5,6-dihydrobenzo[f]imidazo[1,2-d][1,4]oxazepine-2-carboxamide was reacted with 1-fluoro-2-methylbut-3-yn-2-ol to give the titled compound as an off-white solid (70 mg, 33%). The reactants are CC(C)(C)[Si](C)(C)Cl, CC(C)(C)[Si](C)(C)OCc1cocc1CO[Si](C)(C)C(C)(C)C, C1CCOC1, c1c[nH]cn1, OCc1cocc1CO. Yields the product CC(C)(C)[Si](C)(C)OCc1cocc1CO. As a reaction SMILES: [C:15]([Si:16]([Cl:17])([CH3:18])[CH3:19])([CH3:20])([CH3:21])[CH3:22].[C:23]([CH3:24])([CH3:25])([CH3:26])[Si:27]([O:28][CH2:29][c:30]1[cH:31][o:32][cH:33][c:34]1[CH2:35][O:36][Si:37]([C:38]([CH3:39])([CH3:40])[CH3:41])([CH3:42])[CH3:43])([CH3:44])[CH3:45].[O:46]1[CH2:47][CH2:48][CH2:49][CH2:50]1.[nH:10]1[cH:11][cH:12][n:13][cH:14]1.[o:1]1[cH:2][c:3]([CH2:4][OH:5])[c:6]([CH2:7][OH:8])[cH:9]1>>[C:23]([CH3:24])([CH3:25])([CH3:26])[Si:27]([O:28][CH2:29][c:30]1[cH:31][o:32][cH:33][c:34]1[CH2:35][OH:36])([CH3:44])[CH3:45].